Dataset: the Open Reaction Database (ORD), a public repository of structured organic reaction records. Task: describe an organic reaction: reactants, conditions, products, and yield Reactants: C(C)N1CCOCC1 (N-ethylmorpholine), N([C@@H](C(C)C)C(=O)O)C(=O)OCC1=CC=CC=C1 (Z-Val-OH), N[C@@H](C(C)C)C(=O)OC(C)(C)C.Cl (H-Val-OBut.HCl), C=1C=CC2=C(C1)N=NN2O (HOBt), C1CCC(CC1)N=C=NC2CCCCC2 (DCC). Run in CN(C=O)C (dimethylformamide). Conditions: temperature 0 celsius, time 1 hour. Yields the product N[C@@H](C(C)C)C(=O)N[C@@H](C(C)C)C(=O)OC(C)(C)C.Cl (H-Val-Val-OBut.HCl). As a reaction SMILES: [NH:1](C(OCC1C=CC=CC=1)=O)[C@H:2]([C:6](O)=[O:7])[CH:3]([CH3:5])[CH3:4].[NH2:19][C@H:20]([C:24]([O:26][C:27]([CH3:30])([CH3:29])[CH3:28])=[O:25])[CH:21]([CH3:23])[CH3:22].[ClH:31].C1C=CC2N(O)N=NC=2C=1.C(N1CCOCC1)C.C1CCC(N=C=NC2CCCCC2)CC1>CN(C)C=O>[NH2:1][C@H:2]([C:6]([NH:19][C@H:20]([C:24]([O:26][C:27]([CH3:28])([CH3:30])[CH3:29])=[O:25])[CH:21]([CH3:23])[CH3:22])=[O:7])[CH:3]([CH3:5])[CH3:4].[ClH:31] |f:1.2,7.8|. Procedure: 37.7 g of Z-Val-OH, 31.4 g of H-Val-OBut.HCl and 19.75 g of HOBt are dissolved in 200 ml of dimethylformamide. 19.5 ml of N-ethylmorpholine are added to the solution, followed by 33 g of DCC at 0° C. The mixture is stirred for 1 hour at 0° C. and for 1 hour at room temperature, the precipitate is filtered off and the filtrate is concentrated in vacuo. The residue is partitioned between 200 ml of ethyl acetate and 200 ml of water. The ethyl acetate phase is then extracted by shaking with 150 ml o... Reactants: C(=S)(N1C(C=CC=C1)=O)N1C(C=CC=C1)=O (1,1′-Thiocarbonyldi-2-pyridone), C(C)(C)(C)OC(NCC1=C(C(=C(C=C1)Cl)N)Cl)=O ((3-amino-2,4-dichloro-benzyl)-carbamic acid tert-butyl ester). The solvent is O1CCOCC1 (dioxane). Conditions: time 2 hour. Yields the product C(C)(C)(C)OC(NCC1=C(C(=C(C=C1)Cl)N=C=S)Cl)=O ((2,4-Dichloro-3-isothiocyanato-benzyl)-carbamic acid tert-butyl ester). As a reaction SMILES: [C:1](N1C=CC=CC1=O)(N1C=CC=CC1=O)=[S:2].[C:17]([O:21][C:22](=[O:34])[NH:23][CH2:24][C:25]1[CH:30]=[CH:29][C:28]([Cl:31])=[C:27]([NH2:32])[C:26]=1[Cl:33])([CH3:20])([CH3:19])[CH3:18]>O1CCOCC1>[C:17]([O:21][C:22](=[O:34])[NH:23][CH2:24][C:25]1[CH:30]=[CH:29][C:28]([Cl:31])=[C:27]([N:32]=[C:1]=[S:2])[C:26]=1[Cl:33])([CH3:20])([CH3:18])[CH3:19]. Procedure: 1,1′-Thiocarbonyldi-2-pyridone (0.42 g, 1.8 mmol) is added to a mixture of (3-amino-2,4-dichloro-benzyl)-carbamic acid tert-butyl ester (0.50 g, 1.7 mmol) and dioxane (25 mL) and stirred at rt for 2 h and at reflux for 2 d. The mixture is concentrated, diluted with DCM and filtered over silica gel. The filtrate is concentrated to give the title compound. Reactants: C(C)OC(C[C@@H]1CC[C@H](CC1)C(=O)OCC1=CC=CC=C1)=O (benzyl trans-4-(2-ethoxy-2-oxoethyl)cyclohexanecarboxylate). Reagents/catalysts: [Pd] (Pd/C). Run in CO (MeOH). Conditions: time 1 hour. Product: C(C)OC(C[C@@H]1CC[C@H](CC1)C(=O)O)=O (trans-4-(2-ethoxy-2-oxoethyl)cyclohexanecarboxylic acid). Reaction SMILES: [CH2:1]([O:3][C:4](=[O:22])[CH2:5][C@H:6]1[CH2:11][CH2:10][C@H:9]([C:12]([O:14]CC2C=CC=CC=2)=[O:13])[CH2:8][CH2:7]1)[CH3:2]>CO.[Pd]>[CH2:1]([O:3][C:4](=[O:22])[CH2:5][C@H:6]1[CH2:11][CH2:10][C@H:9]([C:12]([OH:14])=[O:13])[CH2:8][CH2:7]1)[CH3:2]. Procedure details: To a solution of benzyl trans-4-(2-ethoxy-2-oxoethyl)cyclohexanecarboxylate (52.4 g, 0.172 mol) in MeOH (500 mL) was added 10% Pd/C (5 g). The reaction was hydrogenated at 40 psi for 1 hour and then the catalyst was removed by filtration. The filtrate was concentrated to afford trans-4-(2-ethoxy-2-oxoethyl)cyclohexanecarboxylic acid. 1H NMR (CDCl3, 500 MHz) δ 4.12 (q, J=7.1 Hz, 2H), 2.24 (m, 1H), 2.19 (d, J=7.1 Hz, 2H), 1.98-2.04 (m, 2H), 1.81-1.87 (m, 2H), 1.77 (m, 1H), 1.46 (qd, J=13.0, 3.4 Hz...